This data is from the Open Reaction Database (ORD), a public repository of structured organic reaction records. The task is: describe an organic reaction: reactants, conditions, products, and yield Starting materials: CC(=O)C.OS(=O)(=O)O.O=[Cr](=O)=O (Jones reagent), OS(=O)(=O)O (H2SO4), O (water), FC1=CC=C(C=C1)C1=CC=C(C=C1)[C@H](C)N1C(O[C@](CC1)(C1=CC=CC=C1)CCCO)=O ((R)-3-((S)-1-(4′-fluorobiphenyl-4-yl)ethyl)-6-(3-hydroxypropyl)-6-phenyl-1,3-oxazinan-2-one), CC(=O)C.OS(=O)(=O)O.O=[Cr](=O)=O (Jones reagent). Solvent: CC(=O)C (acetone). Conditions: time 8 hour. Product: FC1=CC=C(C=C1)C1=CC=C(C=C1)[C@H](C)N1C(O[C@](CC1)(C1=CC=CC=C1)CCC(=O)O)=O (3-((R)-3-((S)-1-(4′-fluorobiphenyl-4-yl)ethyl)-2-oxo-6-phenyl-1,3-oxazinan-6-yl)propanoic acid). The yield is 79.8%. As a reaction SMILES: CC(C)=[O:3].OS(O)(=O)=O.O=[Cr](=O)=O.OS(O)(=O)=O.O.[F:20][C:21]1[CH:26]=[CH:25][C:24]([C:27]2[CH:32]=[CH:31][C:30]([C@@H:33]([N:35]3[CH2:40][CH2:39][C@:38]([CH2:47][CH2:48][CH2:49][OH:50])([C:41]4[CH:46]=[CH:45][CH:44]=[CH:43][CH:42]=4)[O:37][C:36]3=[O:51])[CH3:34])=[CH:29][CH:28]=2)=[CH:23][CH:22]=1>CC(C)=O>[F:20][C:21]1[CH:26]=[CH:25][C:24]([C:27]2[CH:28]=[CH:29][C:30]([C@@H:33]([N:35]3[CH2:40][CH2:39][C@:38]([CH2:47][CH2:48][C:49]([OH:3])=[O:50])([C:41]4[CH:42]=[CH:43][CH:44]=[CH:45][CH:46]=4)[O:37][C:36]3=[O:51])[CH3:34])=[CH:31][CH:32]=2)=[CH:23][CH:22]=1 |f:0.1.2|. Procedure: CrO3 (1 g) was added to H2SO4 (1 mL) and water was added to bring the total volume to 4 mL. (R)-3-((S)-1-(4′-fluorobiphenyl-4-yl)ethyl)-6-(3-hydroxypropyl)-6-phenyl-1,3-oxazinan-2-one (600 mg, 1.4 mmol) was dissolved in 10 mL acetone, and cooled in an ice bath. The Jones reagent (0.5 mL) was slowly added to the mixture and stirred overnight. Solvent was removed in vacuo, the residue was dissolved in CH2Cl2 (10 mL) and water (10 mL). The layers were separated, and the aq layer was extracted with ...